Dataset: the Open Reaction Database (ORD), a public repository of structured organic reaction records. Task: describe an organic reaction: reactants, conditions, products, and yield Starting materials: OCC1CC2CCCCN2CC1 (2-Hydroxymethylquinolizidine), acid chloride, C(C)N1C=C(C2=CC=CC=C12)C(=O)O (1-ethylindole-3-carboxylic acid). Yields the product C1C(CCN2CCCCC12)COC(=O)C1=CN(C2=CC=CC=C12)CC (Quinolizidin-2-ylmethyl-1-ethylindole-3-carboxylate). Reaction SMILES: [OH:1][CH2:2][CH:3]1[CH2:12][CH2:11][N:10]2[CH:5]([CH2:6][CH2:7][CH2:8][CH2:9]2)[CH2:4]1.[CH2:13]([N:15]1[C:23]2[C:18](=[CH:19][CH:20]=[CH:21][CH:22]=2)[C:17]([C:24](O)=[O:25])=[CH:16]1)[CH3:14]>>[CH2:4]1[CH:5]2[N:10]([CH2:9][CH2:8][CH2:7][CH2:6]2)[CH2:11][CH2:12][CH:3]1[CH2:2][O:1][C:24]([C:17]1[C:18]2[C:23](=[CH:22][CH:21]=[CH:20][CH:19]=2)[N:15]([CH2:13][CH3:14])[CH:16]=1)=[O:25]. Procedure: eq-2-Hydroxymethylquinolizidine (N. J. Leonard et al, J. Org. Chem., 1957, 22, 1445) was reacted with the acid chloride of 1-ethylindole-3-carboxylic acid using the method of Example 1. The product was chromatographed on silica gel eluting with ethyl acetate to afford the title compound (E16) as a pale yellow oil. This was converted to its hydrochloride salt mp 168°-172° C. Starting materials: acid, C1=CC2=C(C(=C1)N)C(=O)NNC2=O (Luminol), ClCC(=O)Cl (2-chloro-acetylchloride), N1=CC=CC=C1 (pyridine). Solvent: CC(=O)OCC1=C2C=CC=CC2=C(C3=CC=CC=C31)COC(=O)C (acetic). Yields the product ClCC(=O)NC1=C2C(NNC(C2=CC=C1)=O)=O (2-Chloro-N-(1,4-dioxo-1,2,3,4-tetrahydrophthalazine-5-yl)acetamide). Reaction SMILES: [CH:1]1[CH:6]=[C:5]([NH2:7])[C:4]2[C:8]([NH:10][NH:11][C:12](=[O:13])[C:3]=2[CH:2]=1)=[O:9].[Cl:14][CH2:15][C:16](Cl)=[O:17].N1C=CC=CC=1>CC(OCC1C2C(=CC=CC=2)C(COC(C)=O)=C2C=1C=CC=C2)=O>[Cl:14][CH2:15][C:16]([NH:7][C:5]1[CH:6]=[CH:1][CH:2]=[C:3]2[C:4]=1[C:8](=[O:9])[NH:10][NH:11][C:12]2=[O:13])=[O:17]. Reported procedure: Luminol (1.55 g; 8.75 mmol) was reacted with 2-chloro-acetylchloride (1.24 g; 10.99 mmol), in the presence of pyridine (1.07 g, 13.6 mmol) in acetic:acid (45 ml). Contents were stirred and refluxed for 1 h, allowed to cool to RT, and transferred to a refrigerator for precipitation of the product to obtain 2-Chloro-N-(1,4-dioxo-1,2,3,4-tetrahydrophthalazine-5-yl)acetamide. Thereafter, acetic acid (20 ml) was added to the cold precipitates prior to filtration (for uniform transfer into the filtrat... The reactants are [Na+], [OH-], O=C(O)c1ccccc1F, O=S(=O)(O)Cl. Yields the product O=C(O)c1cc(S(=O)(=O)Cl)ccc1F. RXN SMILES: [Na+:17].[OH-:16].[OH:1][C:2](=[O:3])[c:4]1[cH:5][cH:6][cH:7][cH:8][c:9]1[F:10].[S:11]([OH:12])(=[O:13])(=[O:14])[Cl:15]>>[OH:1][C:2](=[O:3])[c:4]1[cH:5][c:6]([S:11](=[O:12])(=[O:13])[Cl:15])[cH:7][cH:8][c:9]1[F:10].